This data is from the Open Reaction Database (ORD), a public repository of structured organic reaction records. The task is: describe an organic reaction: reactants, conditions, products, and yield The reactants are BrC1=CC(=C(C=C1)O[Si](C)(C)C(C)(C)C)F (1-bromo-3-fluoro-4-(t-butyldimethylsiloxy)benzene), C(CC)[Si]1(CCC(CC1)C1CCC(CC1)=O)C1=CC=CC=C1 (4-(4-n-propyl-4-phenyl-4-silacyclohexyl)cyclohexanone), BrCC(C(F)(F)F)(F)F (1-bromo-2,2,3,3,3-pentafluoro-n-propane). Product: C(CC)[Si@@H]1CC[C@H](CC1)[C@@H]1CC[C@H](CC1)C1=CC(=C(C=C1)OCC(C(F)(F)F)(F)F)F (4-(trans-4-(trans-4-n-propyl-4-silacyclohexyl)cyclohexyl)-1-(2,2,3,3 ,3-pentafluoro-n-propoxy)-2-fluorobenzene). RXN SMILES: Br[C:2]1[CH:7]=[CH:6][C:5]([O:8][Si](C(C)(C)C)(C)C)=[C:4]([F:16])[CH:3]=1.C([Si:20]1([C:33]2[CH:38]=[CH:37]C=CC=2)[CH2:25][CH2:24][CH:23]([CH:26]2[CH2:31][CH2:30][C:29](=O)[CH2:28][CH2:27]2)[CH2:22][CH2:21]1)CC.Br[CH2:40][C:41]([F:47])([F:46])[C:42]([F:45])([F:44])[F:43]>>[CH2:33]([Si@H:20]1[CH2:21][CH2:22][C@H:23]([C@H:26]2[CH2:27][CH2:28][C@H:29]([C:2]3[CH:7]=[CH:6][C:5]([O:8][CH2:40][C:41]([F:47])([F:46])[C:42]([F:45])([F:44])[F:43])=[C:4]([F:16])[CH:3]=3)[CH2:30][CH2:31]2)[CH2:24][CH2:25]1)[CH2:38][CH3:37]. Procedure details: The general procedure of Example 1 was repeated using 1-bromo-3-fluoro-4-(t-butyldimethylsiloxy)benzene, 4-(4-n-propyl-4-phenyl-4-silacyclohexyl)cyclohexanone and 1-bromo-2,2,3,3,3-pentafluoro-n-propane, thereby obtaining the intended compound.